Task: describe an organic reaction: reactants, conditions, products, and yield. Dataset: the Open Reaction Database (ORD), a public repository of structured organic reaction records As a reaction SMILES: [NH2:1][C:2]1[CH:7]=[CH:6][C:5]([C:8](=[O:10])[CH3:9])=[C:4]([Cl:11])[C:3]=1Br.O.CCOC(C)=O.C(Cl)Cl.[CH3:23][N:24](C=O)C>>[C:8]([C:5]1[C:4]([Cl:11])=[C:3]([C:23]#[N:24])[C:2]([NH2:1])=[CH:7][CH:6]=1)(=[O:10])[CH3:9] |f:2.3|. Reactants: CCOC(=O)C.C(Cl)Cl (EtOAc CH2Cl2), NC1=C(C(=C(C=C1)C(C)=O)Cl)Br (4'-amino-3'-bromo-2'-chloroacetophenone), cuprous cyanide, CN(C)C=O (DMF), O (H2O). Conditions: time 15 minute. Reported procedure: A mixture of 4'-amino-3'-bromo-2'-chloroacetophenone (17 g, 58 mmol) and cuprous cyanide (5.2 g, 58 mmol) is warmed in DMF (85 mL) to 80°-100° C. for 6 hours, then poured into H2O (1.5 L), stirred for 15 minutes and filtered. The brown solid was washed with H2O (200 mL) and then boiled in EtOAc (500 mL) and filtered. This extraction is repeated. The EtOAc filtrate is washed twice with 20% NH4Cl (500 ml), twice with H2O (500 mL), dried with Na2SO4, and evaporated to give a brown solid. After flas... The product is C(C)(=O)C1=CC=C(C(C#N)=C1Cl)N (5-acetyl-6-chloroanthranilonitrile). The reactants are ClC1=NC2=CC(=C(C=C2C(=C1C)Cl)Cl)F (2,4,6-trichloro-7-fluoro-3-methylquinoline), ClC1=NC2=CC=C(C(=C2C(=C1C)Cl)F)Cl (2,4,6-trichloro-5-fluoro-3-methylquinoline), C(CCC)[Sn](C1=NC=CC=C1)(CCCC)CCCC (2-(tributylstannyl)pyridine), palladium tetrakistriphenylphosphine. Solvent: C1(=CC=CC=C1)C (toluene). Yields the product ClC1=C(C(=NC2=CC(=C(C=C12)Cl)F)C1=NC=CC=C1)C (4,6-dichloro-7-fluoro-3-methyl-2-(pyridin-2-yl)-quinoline). Reaction SMILES: Cl[C:2]1[C:11]([CH3:12])=[C:10]([Cl:13])[C:9]2[C:4](=[CH:5][C:6]([F:15])=[C:7]([Cl:14])[CH:8]=2)[N:3]=1.Cl[C:17]1[C:26](C)=[C:25](Cl)[C:24]2[C:19](=CC=C(Cl)C=2F)[N:18]=1.C([Sn](CCCC)(CCCC)C1C=CC=CN=1)CCC>C1(C)C=CC=CC=1>[Cl:13][C:10]1[C:9]2[C:4](=[CH:5][C:6]([F:15])=[C:7]([Cl:14])[CH:8]=2)[N:3]=[C:2]([C:17]2[CH:26]=[CH:25][CH:24]=[CH:19][N:18]=2)[C:11]=1[CH3:12]. Procedure details: The stille coupled products were prepared according to Procedure E using a mixture of 2,4,6-trichloro-7-fluoro-3-methylquinoline and 2,4,6-trichloro-5-fluoro-3-methylquinoline (0.50 g, 1.90 mmol), 2-(tributylstannyl)pyridine (0.77 mL, 2.08 mmol), palladium tetrakistriphenylphosphine (0.22 g, 0.19 mmol) in toluene (1.90 mL) to give 4,6-dichloro-7-fluoro-3-methyl-2-(pyridin-2-yl)-quinoline as a white solid. Further elution gave 4,6-dichloro-5-fluoro-3-methyl-2-(pyridin-2-yl)quinoline as a white so... Starting materials: CC1=C(CO)C=CC=C1 (2-methylbenzyl alcohol), CC=1C=CC=CC1C (o-xylene), NC1=C2C(C(=O)N(C2=O)O)=CC=C1 (3-amino-N-hydroxyphthalimide), NC1=C2C(C(=O)N(C2=O)O)=CC=C1 (3-amino-N-hydroxyphthalimide). Yields the product CC1=C(C=O)C=CC=C1 (2-methylbenzaldehyde). Isolated yield 30.0%. Reaction SMILES: CC1C=CC=CC=1C.N[C:10]1[CH:21]=[CH:20][CH:19]=[C:12]2[C:13](N(O)[C:16](=O)[C:11]=12)=[O:14].CC1C=CC=CC=1CO>>[CH3:16][C:11]1[CH:10]=[CH:21][CH:20]=[CH:19][C:12]=1[CH:13]=[O:14]. Procedure details: 170 mg (1.60 mmol) of o-xylene were reacted analogously to Example 1 in the presence of 32.1 mg (0.180 mmol) of 3-amino-N-hydroxyphthalimide. After a reaction time of 4 hours and 18 hours, a further 32.1 mg (0.180 mmol) of 3-amino-N-hydroxyphthalimide were added in each case, and, after a total of 30 hours, the reaction solution was extracted with chloroform and examined by NMR spectroscopy. Yield 30% of 2-methylbenzaldehyde and 7% of 2-methylbenzyl alcohol. The yield is 71.2%. Reaction SMILES: [H-].[Na+].[O:3]1[CH2:8][CH2:7][CH:6]([OH:9])[CH2:5][CH2:4]1.[Cl:10][C:11]1[C:16](Cl)=[N:15][CH:14]=[CH:13][N:12]=1>C1COCC1>[Cl:10][C:11]1[C:16]([O:9][CH:6]2[CH2:7][CH2:8][O:3][CH2:4][CH2:5]2)=[N:15][CH:14]=[CH:13][N:12]=1 |f:0.1|. The product is ClC1=NC=CN=C1OC1CCOCC1 (2-chloro-3-(tetrahydro-2H-pyran-4-yloxy)pyrazine). The solvent is C1CCOC1 (THF), C1CCOC1 (THF). Procedure details: Sodium hydride (60% dispersion in mineral oil, 0.22 g, 5.39 mmol) was added to a solution of tetrahydro-4H-pyran-4-ol (0.47 mL, 4.90 mmol) in THF (10 mL) and the mixture was stirred for 30 mins, during which time a suspension formed. This mixture was added dropwise to a solution of 2,3-dichloropyrazine (0.73 g, 4.90 mmol) in THF (10 mL) at −78° C. under argon. The cooling bath was removed and the mixture was stirred for 3 h with warming to RT. Ethyl acetate and saturated aqueous ammonium chlorid... Starting materials: [H-].[Na+] (Sodium hydride), O1CCC(CC1)O (tetrahydro-4H-pyran-4-ol), ClC1=NC=CN=C1Cl (2,3-dichloropyrazine). Reaction conditions: time 30 minute. Reactants: Cl.C(C)(=O)OCC (Hydrochloric acid ethyl acetate), C(CCCCCCCCCCCCCCCCC)NC(OC1=C(C=CC=C1)CC(=O)N1CCN(CC1)C)=O (2-[2-(4-methylpiperazino)-2-oxoethyl]phenyl N-octadecylcarbamate). Solvent: C(C)(=O)OCC (ethyl acetate). Run at time 30 minute. Yields the product Cl.C(CCCCCCCCCCCCCCCCC)NC(OC1=C(C=CC=C1)CC(=O)N1CCN(CC1)C)=O (2-[2-(4-Methylpiperazino)-2-oxoethyl]phenyl N-octadecylcarbamate hydrochloride). Reaction SMILES: [ClH:1].C(OCC)(=O)C.[CH2:8]([NH:26][C:27](=[O:45])[O:28][C:29]1[CH:34]=[CH:33][CH:32]=[CH:31][C:30]=1[CH2:35][C:36]([N:38]1[CH2:43][CH2:42][N:41]([CH3:44])[CH2:40][CH2:39]1)=[O:37])[CH2:9][CH2:10][CH2:11][CH2:12][CH2:13][CH2:14][CH2:15][CH2:16][CH2:17][CH2:18][CH2:19][CH2:20][CH2:21][CH2:22][CH2:23][CH2:24][CH3:25]>C(OCC)(=O)C>[ClH:1].[CH2:8]([NH:26][C:27](=[O:45])[O:28][C:29]1[CH:34]=[CH:33][CH:32]=[CH:31][C:30]=1[CH2:35][C:36]([N:38]1[CH2:39][CH2:40][N:41]([CH3:44])[CH2:42][CH2:43]1)=[O:37])[CH2:9][CH2:10][CH2:11][CH2:12][CH2:13][CH2:14][CH2:15][CH2:16][CH2:17][CH2:18][CH2:19][CH2:20][CH2:21][CH2:22][CH2:23][CH2:24][CH3:25] |f:0.1,4.5|. Procedure details: 4N Hydrochloric acid/ethyl acetate solution (1.40 ml) was added to a solution containing 2-[2-(4-methylpiperazino)-2-oxoethyl]phenyl N-octadecylcarbamate (2.50 g) in ethyl acetate (25 ml) at room temperature. After being stirred for 30 minutes, the reaction mixture was concentrated. The residue was recrystallized with the mixed solution of ethyl acetate-ethanol, thereby yielding the entitled compound (2.52 g) as white solid. The reactants are tetrakistriphenylphosphine palladium, cuprous iodide, BrC1=CC=C(C=C1)[C@@H]1CC[C@@H]2CCCCN12 (trans-3-(4-bromophenyl)octahydroindolizine), tetrakistriphenylphosphine palladium, cuprous iodide, C1(=CC=CC=C1)C#C (phenylacetylene). The solvent is C(C)N(CC)CC (triethylamine), C1CCOC1 (THF). Yields the product C1(=CC=CC=C1)C#CC1=CC=C(C=C1)[C@@H]1CC[C@@H]2CCCCN12 (trans-Octahydro-3-[4-(phenylethynyl)phenyl]indolizine). Yield: 42.0%. As a reaction SMILES: Br[C:2]1[CH:7]=[CH:6][C:5]([C@H:8]2[N:16]3[C@@H:11]([CH2:12][CH2:13][CH2:14][CH2:15]3)[CH2:10][CH2:9]2)=[CH:4][CH:3]=1.[C:17]1([C:23]#[CH:24])[CH:22]=[CH:21][CH:20]=[CH:19][CH:18]=1>C(N(CC)CC)C.C1COCC1>[C:17]1([C:23]#[C:24][C:2]2[CH:7]=[CH:6][C:5]([C@H:8]3[N:16]4[C@@H:11]([CH2:12][CH2:13][CH2:14][CH2:15]4)[CH2:10][CH2:9]3)=[CH:4][CH:3]=2)[CH:22]=[CH:21][CH:20]=[CH:19][CH:18]=1. Reported procedure: A 27.7 g (0.099 mole sample of trans-3-(4-bromophenyl)octahydroindolizine was dissolved in a mixture of 55 mL of triethylamine and 225 mL of dry THF under an atmosphere of argon and 12.1 g (0.12 mole) of phenylacetylene was added. Then 2.3 g (2 mmol) of tetrakistriphenylphosphine palladium (O) and 0.75 g 3.9 mmol) of cuprous iodide were added to the reaction mixture and the reaction refluxed overnight. An additional 1.2 g (1 mmol) of tetrakistriphenylphosphine palladium (O) and 0.38 g (1.9 mmol)... Starting materials: C(C)SC=1SC(=CN1)C(=O)NCCC1C2CCC1CC2 (2-ethylthio-5-[2-(bicyclo[2.2.1]hept-7-yl)ethylaminocarbonyl]thiazole), OO (hydrogen peroxide). Run in C(C)(=O)O (acetic acid). Yields the product C(C)S(=O)C=1SC(=CN1)C(=O)NCCC1C2CCC1CC2 (2-ethylsulfinyl-5-[2-(bicyclo[2.2.1]hept-7-yl)ethylaminocarbonyl]thiazole). Reaction SMILES: [CH2:1]([S:3][C:4]1[S:5][C:6]([C:9]([NH:11][CH2:12][CH2:13][CH:14]2[CH:18]3[CH2:19][CH2:20][CH:15]2[CH2:16][CH2:17]3)=[O:10])=[CH:7][N:8]=1)[CH3:2].[OH:21]O>C(O)(=O)C>[CH2:1]([S:3]([C:4]1[S:5][C:6]([C:9]([NH:11][CH2:12][CH2:13][CH:14]2[CH:18]3[CH2:19][CH2:20][CH:15]2[CH2:16][CH2:17]3)=[O:10])=[CH:7][N:8]=1)=[O:21])[CH3:2]. Procedure: This example illustrates the preparation of the compounds of formula I wherein X is --SOR1. In this example a mixture of 20 g. of 2-ethylthio-5-[2-(bicyclo[2.2.1]hept-7-yl)ethylaminocarbonyl]thiazole (0.064 mole); 40 ml. of 30% aqueous hydrogen peroxide and 200 ml. of acetic acid is stirred at a temperature of from 40° to 50° C for 4 hours. The mixture is concentrated by evaporation of a large portion of the acetic acid, under vacuum, at room temperature (about 20° C) and the resulting residue p...